Dataset: the Open Reaction Database (ORD), a public repository of structured organic reaction records. Task: describe an organic reaction: reactants, conditions, products, and yield Starting materials: B(O)(O)C1=CC(=C(C(=O)O)C=C1)F (4-borono-2-fluorobenzoic acid), FC(C(N)C1=CC=CC=C1)F (2,2-difluoro-1-phenylethanamine), CCN(C(C)C)C(C)C (DIEA), C1=CC2=C(N=C1)N(N=N2)O (HOAt), C(CCl)Cl (EDC), C(CC(O)(C(=O)O)CC(=O)O)(=O)O (citric acid). The solvent is C1CCOC1 (THF), CN(C)C=O (DMF). Run at time 3 hour. Yields the product FC(C(C1=CC=CC=C1)NC(=O)C1=C(C=C(C=C1)B(O)O)F)F (4-(2,2-difluoro-1-phenylethylcarbamoyl)-3-fluorophenylboronic acid). RXN SMILES: [B:1]([C:4]1[CH:12]=[CH:11][C:7]([C:8]([OH:10])=O)=[C:6]([F:13])[CH:5]=1)([OH:3])[OH:2].[F:14][CH:15]([F:24])[CH:16]([C:18]1[CH:23]=[CH:22][CH:21]=[CH:20][CH:19]=1)[NH2:17].CCN(C(C)C)C(C)C.C1C=NC2N(O)N=NC=2C=1.C(Cl)CCl.C(O)(=O)CC(CC(O)=O)(C(O)=O)O>C1COCC1.CN(C=O)C>[F:14][CH:15]([F:24])[CH:16]([NH:17][C:8]([C:7]1[CH:11]=[CH:12][C:4]([B:1]([OH:2])[OH:3])=[CH:5][C:6]=1[F:13])=[O:10])[C:18]1[CH:23]=[CH:22][CH:21]=[CH:20][CH:19]=1. Procedure details: To a solution of 4-borono-2-fluorobenzoic acid (200 mg, 1.087 mmol), 2,2-difluoro-1-phenylethanamine (232 mg, 1.196 mmol), and DIEA (0.570 mL, 3.26 mmol) in THF (3.866 mL) and DMF (0.483 mL) was added HOAt (296 mg, 2.175 mmol) and EDC (521 mg, 2.72 mmol). After 3 h stirring at room temperature, 10% citric acid solution was added (pH ˜3) and extracted with 2-methyl THF and EtOAc (1:1). The organic layers were dried over anhydrous Na2SO4, filtered, and concentrated. The crude 4-(2,2-difluoro-1-phe...